This data is from the Open Reaction Database (ORD), a public repository of structured organic reaction records. The task is: describe an organic reaction: reactants, conditions, products, and yield The reactants are NC=1C(=C(C(=CC1)Cl)S(=O)(=O)N)O (3-amino-6-chloro-2-hydroxybenzenesulfonamide), N(=[N+]=[N-])C(=O)C1=CN=NN1C1=CC=CC=C1 (5-(azidocarbonyl)-1-phenyl-1H-1,2,3-triazole), CN(C=O)C (N,N-dimethyl-formamide). Yields the product NS(=O)(=O)C=1C(=C(C=CC1Cl)NC(=O)NC1=CN=NN1C1=CC=CC=C1)O (N-(3-aminosulfonyl-4-chloro-2-hydroxyphenyl)-N′-(1-phenyl-1H-1,2,3-triazol-5-yl)urea). Isolated yield 1.4%. RXN SMILES: [NH2:1][C:2]1[C:3]([OH:13])=[C:4]([S:9]([NH2:12])(=[O:11])=[O:10])[C:5]([Cl:8])=[CH:6][CH:7]=1.N(C([C:19]1[N:23]([C:24]2[CH:29]=[CH:28][CH:27]=[CH:26][CH:25]=2)[N:22]=[N:21][CH:20]=1)=O)=[N+]=[N-].C[N:31](C)[CH:32]=[O:33]>>[NH2:12][S:9]([C:4]1[C:3]([OH:13])=[C:2]([NH:1][C:32]([NH:31][C:19]2[N:23]([C:24]3[CH:25]=[CH:26][CH:27]=[CH:28][CH:29]=3)[N:22]=[N:21][CH:20]=2)=[O:33])[CH:7]=[CH:6][C:5]=1[Cl:8])(=[O:11])=[O:10]. Reported procedure: Under Ar, a solution of 3-amino-6-chloro-2-hydroxybenzenesulfonamide (104 mg, 0.46 mmol) and 5-(azidocarbonyl)-1-phenyl-1H-1,2,3-triazole (100 mg, 0.46 mmol) in 5 mL of N,N-dimethyl-formamide was stirred at room temperature for 3 days. Purification upon Gilson HPLC twice, eluting with acetonitrile/water (10/90, v/v to 90/10, v/v, over 10 min), gave the desired product (2.7 mg, 1.4%). LC-MS (m/z) 409.9 (M+). Starting materials: BrC=1C=C(N)C=CC1 (3-bromoaniline), C(CCC)C1=CC=C(C=C1)B(O)O (4-butylphenylboronic acid), [F-].[Cs+] (cesium fluoride), bis(tri-tert-butylphospine). The solvent is O1CCOCC1 (dioxane). Reaction conditions: temperature 120 celsius. The product is C(CCC)C1=CC=C(C=C1)C1=CC(=CC=C1)N (4′-Butyl-biphenyl-3-ylamine). RXN SMILES: Br[C:2]1[CH:3]=[C:4]([CH:6]=[CH:7][CH:8]=1)[NH2:5].[CH2:9]([C:13]1[CH:18]=[CH:17][C:16](B(O)O)=[CH:15][CH:14]=1)[CH2:10][CH2:11][CH3:12].[F-].[Cs+]>O1CCOCC1>[CH2:9]([C:13]1[CH:18]=[CH:17][C:16]([C:2]2[CH:8]=[CH:7][CH:6]=[C:4]([NH2:5])[CH:3]=2)=[CH:15][CH:14]=1)[CH2:10][CH2:11][CH3:12] |f:2.3|. Reported procedure: A sample of 3-bromoaniline (2.00 g, 11.6 mmol), 4-butylphenylboronic acid (3.1 g, 17.4 mmol) and cesium fluoride (5.3 g, 35 mmol) are charged to a microwave reaction vial and treated with anhydrous dioxane (12 mL) and bis(tri-tert-butylphospine) (600 mg, 1.16 mmol). The vial is sealed and purged with nitrogen for 5 minutes. The reaction is then heated to 120° C. for 5 minutes and filtered over celite washing with ethyl acetate. The solvent was removed and the crude material was purified by UV tr... Reactants: COC=1C=CC=C2CCC(C12)NC1=NC2=CC=C(C=C2C=C1)N (rac-N2-(7-methoxy-indan-1-yl)-quinoline-2,6-diamine), CN(CC(=O)O)C (N,N-dimethylglycine). Reported procedure: The title compound was prepared in accordance with the general method 14 described in example 119 from rac-N2-(7-methoxy-indan-1-yl)-quinoline-2,6-diamine (Example 172) and N,N-dimethylglycine; MS: m/e=391.4 (M+H+). Reaction SMILES: [CH3:1][O:2][C:3]1[CH:4]=[CH:5][CH:6]=[C:7]2[C:11]=1[CH:10]([NH:12][C:13]1[CH:22]=[CH:21][C:20]3[C:15](=[CH:16][CH:17]=[C:18]([NH2:23])[CH:19]=3)[N:14]=1)[CH2:9][CH2:8]2.[CH3:24][N:25]([CH3:30])[CH2:26][C:27](O)=[O:28]>>[CH3:24][N:25]([CH3:30])[CH2:26][C:27]([NH:23][C:18]1[CH:19]=[C:20]2[C:15](=[CH:16][CH:17]=1)[N:14]=[C:13]([NH:12][CH:10]1[C:11]3[C:7](=[CH:6][CH:5]=[CH:4][C:3]=3[O:2][CH3:1])[CH2:8][CH2:9]1)[CH:22]=[CH:21]2)=[O:28]. The product is CN(CC(=O)NC=1C=C2C=CC(=NC2=CC1)NC1CCC2=CC=CC(=C12)OC)C (rac-2-Dimethylamino-N-[2-(7-methoxy-indan-1-ylamino)-quinolin-6-yl]-acetamide). The reactants are BrCC1CC1 ((Bromomethyl)cyclopropane), [Na+].[I-] (NaI), C(=O)([O-])[O-].[K+].[K+] (K2CO3), COC(C1=C(C=C(C=C1)O)C(F)(F)F)=O (4-hydroxy-2-trifluoromethyl-benzoic acid methyl ester). Solvent: CC(=O)C (acetone). The product is COC(C1=C(C=C(C=C1)OCC1CC1)C(F)(F)F)=O (4-Cyclopropylmethoxy-2-trifluoromethyl-benzoic acid methyl ester). The yield is 102.6%. As a reaction SMILES: [CH3:1][O:2][C:3](=[O:15])[C:4]1[CH:9]=[CH:8][C:7]([OH:10])=[CH:6][C:5]=1[C:11]([F:14])([F:13])[F:12].[Na+].[I-].C([O-])([O-])=O.[K+].[K+].Br[CH2:25][CH:26]1[CH2:28][CH2:27]1>CC(C)=O>[CH3:1][O:2][C:3](=[O:15])[C:4]1[CH:9]=[CH:8][C:7]([O:10][CH2:25][CH:26]2[CH2:28][CH2:27]2)=[CH:6][C:5]=1[C:11]([F:13])([F:12])[F:14] |f:1.2,3.4.5|. Procedure: 4-hydroxy-2-trifluoromethyl-benzoic acid methyl ester (1.1 g, 4.8 mmol, 1.0 eq) was dissolved in acetone (14 mL), NaI (0.5 eq) and K2CO3 (1.04 g, 2.0 eq) were added and the mixture was stirred at room temperature for 30 min. (Bromomethyl)cyclopropane (0.42 mL, 4.3 mmol, 0.9 eq) was added, and the mixture was refluxed for 2 days. The solvent was concentrated under reduced pressure, NaOH 10% was added, and it was extracted with DCM and dried. The title product (1.21 g, yield 92%) was recovered and... Starting materials: ClC1=CC=C(OCC(=O)N2CCN(CC2)C(=O)OC(C)(C)C)C=C1 (tert-butyl 4-(2-(4-chlorophenoxy)acetyl)piperazine-1-carboxylate), C(=O)(C(F)(F)F)O (TFA). Solvent: ClCCl (dichloromethane). Reaction conditions: time 8 hour. Yields the product ClC1=CC=C(OCC(=O)N2CCNCC2)C=C1 (2-(4-chlorophenoxy)-1-(piperazin-1-yl)ethanone). Yield: 736.1%. As a reaction SMILES: [Cl:1][C:2]1[CH:24]=[CH:23][C:5]([O:6][CH2:7][C:8]([N:10]2[CH2:15][CH2:14][N:13](C(OC(C)(C)C)=O)[CH2:12][CH2:11]2)=[O:9])=[CH:4][CH:3]=1.C(O)(C(F)(F)F)=O>ClCCl>[Cl:1][C:2]1[CH:3]=[CH:4][C:5]([O:6][CH2:7][C:8]([N:10]2[CH2:15][CH2:14][NH:13][CH2:12][CH2:11]2)=[O:9])=[CH:23][CH:24]=1. Procedure details: A suspension of tert-butyl 4-(2-(4-chlorophenoxy)acetyl)piperazine-1-carboxylate (example 58, 0.58 g, 0.16 mmol) in dichloromethane (8 ml) was treated dropwise at room temperature with TFA until the solid completely dissolved. The reaction mixture was stirred under nitrogen at room temperature overnight. The volatiles were evaporated to dryness, diluted with water and the solid was collected by filtration. The solid was washed with water and dried to yield the title compound as a white solid (0....